This data is from the Open Reaction Database (ORD), a public repository of structured organic reaction records. The task is: describe an organic reaction: reactants, conditions, products, and yield Starting materials: BrB(Br)Br, CO, ClCCl, COc1ccc(F)cc1C(C)(C)CC(O)(CNc1cccc2nc(C(N)=O)ccc12)C(F)(F)F. Product: CC(C)(CC(O)(CNc1cccc2nc(C(N)=O)ccc12)C(F)(F)F)c1cc(F)ccc1O. RXN SMILES: [B:35]([Br:36])([Br:37])[Br:38].[CH3:39][OH:40].[Cl:41][CH2:42][Cl:43].[F:1][c:2]1[cH:3][cH:4][c:5]([O:33][CH3:34])[c:6]([C:8]([CH2:9][C:10]([CH2:11][NH:12][c:13]2[c:14]3[cH:15][cH:16][c:17]([C:23](=[O:24])[NH2:25])[n:18][c:19]3[cH:20][cH:21][cH:22]2)([C:26]([F:27])([F:28])[F:29])[OH:30])([CH3:31])[CH3:32])[cH:7]1>>[F:1][c:2]1[cH:3][cH:4][c:5]([OH:33])[c:6]([C:8]([CH2:9][C:10]([CH2:11][NH:12][c:13]2[c:14]3[cH:15][cH:16][c:17]([C:23](=[O:24])[NH2:25])[n:18][c:19]3[cH:20][cH:21][cH:22]2)([C:26]([F:27])([F:28])[F:29])[OH:30])([CH3:31])[CH3:32])[cH:7]1. The reactants are BrC=1C=C(C(=CC1)N)NC1=CC=CC=C1 (4-bromo-N2-phenyl-benzene-1,2-diamine), C(=O)O (formic acid). Conditions: time 2 hour. Product: BrC=1C=CC2=C(N(C=N2)C2=CC=CC=C2)C1 (6-Bromo-1-phenyl-1H-benzo[d]imidazole). Isolated yield 81.9%. As a reaction SMILES: [Br:1][C:2]1[CH:3]=[C:4]([NH:9][C:10]2[CH:15]=[CH:14][CH:13]=[CH:12][CH:11]=2)[C:5]([NH2:8])=[CH:6][CH:7]=1.[CH:16](O)=O>>[Br:1][C:2]1[CH:7]=[CH:6][C:5]2[N:8]=[CH:16][N:9]([C:10]3[CH:15]=[CH:14][CH:13]=[CH:12][CH:11]=3)[C:4]=2[CH:3]=1. Procedure details: To a stirred mixture of 4-bromo-N2-phenyl-benzene-1,2-diamine (step A) (420 mg, 1.6 mmol) and trimethyl orthoformiate (4.8 g, 5 ml, 45.2 mmol), formic acid (1.2 g, 1 ml, 26.1 mmol) was added at room temperature, and afterwards the reaction mixture was allowed to stir at for 2 h under reflux conditions. The reaction mixture was cooled to room temperature, evaporated and extracted with ethyl acetate (2×40 ml). The combined organic layers were washed with sat. sodium bicarbonate solution (20 ml) an... The reactants are NC1=CC(N(C(N1C)=O)C)=O (6-amino-1,3-dimethyl uracil), [OH-].[Na+] (sodium hydroxide), C(=S)=S (carbon disulphide), S(=O)(=O)(OC)OC (dimethyl sulphate). The solvent is CS(=O)C (DMSO), O (water). Reaction conditions: time 30 minute. The product is NC1=C(C(N(C(N1C)=O)C)=O)C(=S)SC (Methyl 6-amino-1,3-dimethyl-2,4-dioxo-1,2,3,4-tetrahydropyrimidine-5-carbodithioate). The yield is 58.8%. As a reaction SMILES: [NH2:1][C:2]1[N:7]([CH3:8])[C:6](=[O:9])[N:5]([CH3:10])[C:4](=[O:11])[CH:3]=1.[OH-].[Na+].[C:14](=[S:16])=[S:15].S(OC)(O[CH3:21])(=O)=O>CS(C)=O.O>[NH2:1][C:2]1[N:7]([CH3:8])[C:6](=[O:9])[N:5]([CH3:10])[C:4](=[O:11])[C:3]=1[C:14]([S:16][CH3:21])=[S:15] |f:1.2|. Procedure: To a stirred solution of 6-amino-1,3-dimethyl uracil (50.0 g, 322.24 mmol) in DMSO (488 ml) was added dropwise a solution of 8 N sodium hydroxide (96.6 ml) and carbon disulphide (12.53 ml, 209.45 mmol) at 0° C. The resulting reaction mixture was vigorously stirred at room temperature for 30 min. The reaction mixture was cooled to 0-5° C. and dimethyl sulphate (31 ml, 418 mmol) was added dropwise over a period of 30 min. The reaction mixture was then slowly warmed to room temperature and stirred ... Reactants: Cl (HCl), Cl (HCl), CC=1CN(C(NN1)=O)NC(C)=O (6-methyl-4-acetylamino-4,5-dihydro-1,2,4-triazin-3-(2H)-one), Cl (HCl), Cl (HCl), Cl.NN1C(NN=C(C1)C)=O (4-amino-6-methyl-3-oxo-2,3,4,5-tetrahydro-1,2,4-triazine hydrochloride). Solvent: CO (methanol). Run at temperature 45 celsius, time 2 hour. The product is NN1C(NN=C(C1)C)=O (4-amino-6-methyl-3-oxo-2,3,4,5-tetrahydro-1,2,4-triazine). As a reaction SMILES: [CH3:1][C:2]1[CH2:3][N:4]([NH:9]C(=O)C)[C:5](=[O:8])[NH:6][N:7]=1.Cl.Cl.NN1CC(C)=NNC1=O>CO>[NH2:9][N:4]1[CH2:3][C:2]([CH3:1])=[N:7][NH:6][C:5]1=[O:8] |f:2.3|. Procedure: A suspension is prepared of 6-methyl-4-acetylamino-4,5-dihydro-1,2,4-triazin-3-(2H)-one in methanol. The suspension is heated to 45° C. and becomes a clear colourless solution. At between 45° C. and 50° C. gaseous HCl (a) or aqueous HCl (b) is added to this solution over a 2 to 3 hour period. After about 30% of the gaseous HCl (a) or 50% of the aqueous HCl (b) has been added the reaction mixture is seeded with 4-amino-6-methyl-3-oxo-2,3,4,5-tetrahydro-1,2,4-triazine hydrochloride. Thereafter 4-a... Reactants: COc1cc(COC(C)=O)ncc1C, CCO, [Na+], [OH-]. Product: COc1cc(CO)ncc1C. RXN SMILES: [C:1](=[O:2])([CH3:3])[O:4][CH2:5][c:6]1[n:7][cH:8][c:9]([CH3:14])[c:10]([O:12][CH3:13])[cH:11]1.[CH3:17][CH2:18][OH:19].[Na+:16].[OH-:15]>>[OH:4][CH2:5][c:6]1[n:7][cH:8][c:9]([CH3:14])[c:10]([O:12][CH3:13])[cH:11]1. The reactants are O=C1CCC(=O)N1Br, CCOC(=O)c1cc2ccc(C)cc2o1, ClC(Cl)(Cl)Cl. Yields the product CCOC(=O)c1cc2ccc(CBr)cc2o1. Reaction SMILES: [Br:1][N:2]1[C:3](=[O:4])[CH2:5][CH2:6][C:7]1=[O:8].[CH3:9][c:10]1[cH:11][c:12]2[c:13]([cH:14][c:15]([C:17](=[O:18])[O:19][CH2:20][CH3:21])[o:16]2)[cH:22][cH:23]1.[Cl:24][C:25]([Cl:26])([Cl:27])[Cl:28]>>[Br:1][CH2:9][c:10]1[cH:11][c:12]2[c:13]([cH:14][c:15]([C:17](=[O:18])[O:19][CH2:20][CH3:21])[o:16]2)[cH:22][cH:23]1. The reactants are tris-hydrochloric acid, aqueous solution, N1C(=O)NC=2N=CNC2C1=O (xanthine), enzyme solution, N1C(=O)NC=2N=CNC2C1=O (xanthine), O (water). Reaction conditions: temperature 37 celsius. Yields the product N1C(=O)NC=2NC(=O)NC2C1=O (uric acid). Reaction SMILES: [NH:1]1[C:10](=[O:11])[C:9]2[NH:8][CH:7]=[N:6][C:5]=2[NH:4][C:2]1=[O:3].[OH2:12]>>[NH:1]1[C:10](=[O:11])[C:9]2[NH:8][C:7](=[O:12])[NH:6][C:5]=2[NH:4][C:2]1=[O:3]. Reported procedure: 50 mM tris-hydrochloric acid buffer (2.9 ml) and 0.1 ml of a 10 mM aqueous solution of xanthine are mixed, and this mixture is pre-heated at 37° C. After 0.01 ml of enzyme solution is added and gently mixed, the increase of absorbance at 293 nm per minute is determined using a spectrophotometer thermostated at 37° C. with distilled water as the control. The xanthine oxidase activity is expressed on the assumption that the amount of enzyme which produces 1 μmol of uric acid per minute under the c... Reactants: [N+](=O)([O-])C1=CC=C(C=CC(=O)O)C=C1 (p-nitrocinnamic acid), OS(=O)(=O)O (H2SO4), CO (MeOH). Run at temperature 25 celsius, time 24 hour. Yields the product [N+](=O)([O-])C1=CC=C(C=C1)/C=C/C(=O)OC (Methyl (E)-3-(4-nitrophenyl)acrylate). Reaction SMILES: [N+:1]([C:4]1[CH:14]=[CH:13][C:7]([CH:8]=[CH:9][C:10]([OH:12])=[O:11])=[CH:6][CH:5]=1)([O-:3])=[O:2].OS(O)(=O)=O.[CH3:20]O>>[N+:1]([C:4]1[CH:5]=[CH:6][C:7](/[CH:8]=[CH:9]/[C:10]([O:12][CH3:20])=[O:11])=[CH:13][CH:14]=1)([O-:3])=[O:2]. Reported procedure: A solution of p-nitrocinnamic acid (3.86 g, 20.0 mmol) in MeOH (50 mL) was treated with H2SO4 (2 mL) and was stirred at 25° C. for 24 h. Concentration afforded S31 (4.10 g, 19.8 mmol, 99%) as a yellow solid: 1H NMR (CDCl3, 500 MHz) 8.26 (d, 2H, J=8.4 Hz), 7.12 (d, 1H, J=16.1 Hz), 7.68 (d, 2H, J=8.8 Hz), 6.58 (d, 1H, J=16.1 Hz), 3.85 (s, 3H).